From a dataset of the Open Reaction Database (ORD), a public repository of structured organic reaction records. describe an organic reaction: reactants, conditions, products, and yield Starting materials: CC1(OC2=CC=C(C=C2C(C1)(C)C)C(=O)O)C (2,2,4,4-tetramethylchroman 6-carboxylic acid), ice water. Solvent: C1CCOC1 (THF), C1CCOC1 (THF). Reaction conditions: time 8 hour. The product is CC1(OC2=CC=C(C=C2C(C1)(C)C)CO)C (2,2,4,4-tetramethyl-chroman-6-yl methanol). As a reaction SMILES: [CH3:1][C:2]1([CH3:17])[CH2:11][C:10]([CH3:13])([CH3:12])[C:9]2[C:4](=[CH:5][CH:6]=[C:7]([C:14](O)=[O:15])[CH:8]=2)[O:3]1>C1COCC1>[CH3:1][C:2]1([CH3:17])[CH2:11][C:10]([CH3:12])([CH3:13])[C:9]2[C:4](=[CH:5][CH:6]=[C:7]([CH2:14][OH:15])[CH:8]=2)[O:3]1. Procedure details: To a solution of 2,2,4,4-tetramethylchroman 6-carboxylic acid (0.28 g, 1.2 mmol) in THF (5 ml) under N2 was added 1M of LiALH4 /THF (1.15 ml, 1.15 mmol). The reaction mixture was left at room temperature for overnight, followed by addition of ice-water to the reaction. The reaction mixture was extracted with ethyl acetate, the organic extracts were dried and concentrated to give 2,2,4,4-tetramethyl-chroman-6-yl methanol as a white solid. Without further purification, the alcohol was dissolved in... Yields the product NC1=NC2=CC=C(C=C2C(=N1)C(=O)N1CC2=CC=CC=C2C1)C1=C(C=CC=C1)CN1C(CCC1)C ({2-Amino-6-[2-(2-methylpyrrolidin-1-ylmethyl)phenyl]quinazolin-4-yl}-(1,3-dihydroisoindol-2-yl)methanone). The reactants are C(C)(=O)O[BH-](OC(C)=O)OC(C)=O.[Na+] (sodium triacetoxyborohydride), CC1NCCC1 (2-methylpyrrolidine), C(C)(=O)O (acetic acid), NC1=NC2=CC=C(C=C2C(=N1)C(=O)N1CC2=CC=CC=C2C1)C1=C(C=O)C=CC=C1 (2-[2-amino-4-(1,3-dihydroisoindole-2-carbonyl)quinazolin-6-yl]benzaldehyde). Run at temperature 60 celsius, time 6 hour. As a reaction SMILES: [NH2:1][C:2]1[N:11]=[C:10]([C:12]([N:14]2[CH2:22][C:21]3[C:16](=[CH:17][CH:18]=[CH:19][CH:20]=3)[CH2:15]2)=[O:13])[C:9]2[C:4](=[CH:5][CH:6]=[C:7]([C:23]3[CH:30]=[CH:29][CH:28]=[CH:27][C:24]=3[CH:25]=O)[CH:8]=2)[N:3]=1.[CH3:31][CH:32]1[CH2:36][CH2:35][CH2:34][NH:33]1.C(O)(=O)C.C(O[BH-](OC(=O)C)OC(=O)C)(=O)C.[Na+]>ClCCCl.O1CCCC1.O>[NH2:1][C:2]1[N:11]=[C:10]([C:12]([N:14]2[CH2:15][C:16]3[C:21](=[CH:20][CH:19]=[CH:18][CH:17]=3)[CH2:22]2)=[O:13])[C:9]2[C:4](=[CH:5][CH:6]=[C:7]([C:23]3[CH:30]=[CH:29][CH:28]=[CH:27][C:24]=3[CH2:25][N:33]3[CH2:34][CH2:35][CH2:36][CH:32]3[CH3:31])[CH:8]=2)[N:3]=1 |f:3.4|. Solvent: ClCCCl (1,2-dichloroethane), O (water), O1CCCC1 (tetrahydrofuran). Reported procedure: 100 mg of 2-[2-amino-4-(1,3-dihydroisoindole-2-carbonyl)quinazolin-6-yl]benzaldehyde are dissolved in 2 ml of 1,2-dichloroethane and 2 ml of tetrahydrofuran. 56 μl of 2-methylpyrrolidine and 15 μl of glacial acetic acid are added, and the mixture is stirred at 60° C. for 6 h. After cooling to 25° C., 170 mg of sodium triacetoxyborohydride are added and stirred at 25° C. for a further 12 h. The mixture is poured into water, extracted three times with dichloromethane, and the combined organic phas... Procedure: The reaction was carried out similarly as described in the preparation of compound 112, using compound 111 (0.12 mmol) and morpholine hydrochloride (0.12 mmol). The crude product was purified by continuous gradient flash chromatography using MeOH/EtOAc 0:100 to 5:95 as the eluent to afford the title compound as almost yellow syrup. 13C NMR (CDCl3) δ 196.0, 163.5, 147.9, 147.3, 139.8, 138.0, 135.3, 133.7, 131.9, 129.2, 128.0, 127.7, 126.5, 124.4 (dd), 124.2 (dd), 121.4, 116.3, 112.8, 111.6 (dd), ... Starting materials: ClC1=C(C(=O)C=2C=C(C=CC2C)C=2N=NN(C2)CC(=O)NCC)C=CC(=C1)NC1=C(C=C(C=C1)F)F (2-(4-{3-[2-Chloro-4-(2,4-difluoro-phenylamino)-benzoyl]-4-methyl-phenyl}-[1,2,3]triazol-1-yl)-N-ethyl-acetamide), ClC1=C(C(=O)C=2C=C(C=CC2C)C=2N=NN(C2)CC(=O)O)C=CC(=C1)NC1=C(C=C(C=C1)F)F ((4-{3-[2-Chloro-4-(2,4-difluoro-phenylamino)-benzoyl]-4-methyl-phenyl}-[1,2,3]triazol-1-yl)-acetic acid), Cl.N1CCOCC1 (morpholine hydrochloride). RXN SMILES: [Cl:1][C:2]1[CH:27]=[C:26]([NH:28][C:29]2[CH:34]=[CH:33][C:32]([F:35])=[CH:31][C:30]=2[F:36])[CH:25]=[CH:24][C:3]=1[C:4]([C:6]1[CH:7]=[C:8]([C:13]2[N:14]=[N:15][N:16]([CH2:18][C:19]([NH:21][CH2:22][CH3:23])=[O:20])[CH:17]=2)[CH:9]=[CH:10][C:11]=1[CH3:12])=[O:5].ClC1C=C(NC2C=CC(F)=CC=2F)C=C[C:39]=1[C:40](C1C=C(C2N=NN(CC(O)=O)C=2)C=CC=1C)=[O:41].Cl.N1CCOCC1>>[Cl:1][C:2]1[CH:27]=[C:26]([NH:28][C:29]2[CH:34]=[CH:33][C:32]([F:35])=[CH:31][C:30]=2[F:36])[CH:25]=[CH:24][C:3]=1[C:4]([C:6]1[CH:7]=[C:8]([C:13]2[N:14]=[N:15][N:16]([CH2:18][C:19]([N:21]3[CH2:39][CH2:40][O:41][CH2:23][CH2:22]3)=[O:20])[CH:17]=2)[CH:9]=[CH:10][C:11]=1[CH3:12])=[O:5] |f:2.3|. Yields the product ClC1=C(C(=O)C=2C=C(C=CC2C)C=2N=NN(C2)CC(=O)N2CCOCC2)C=CC(=C1)NC1=C(C=C(C=C1)F)F (2-(4-{3-[2-Chloro-4-(2,4-difluoro-phenylamino)-benzoyl]-4-methyl-phenyl}-[1,2,3]triazol-1-yl)-1-morpholin-4-yl-ethanone). Reactants: C(CCC)C=1NC2=CC=C(C=C2C(N1)=O)C=O (2-butyl-1,4-dihydro-4-oxo-6-quinazoline-carboxaldehyde), C(C)[Mg]Br (ethyl magnesium bromide). The solvent is O1CCCC1 (tetrahydrofuran), O1CCCC1 (tetrahydrofuran). Reaction conditions: temperature 0 celsius, time 30 minute. Yields the product C(CCC)C=1NC2=CC=C(C=C2C(N1)=O)C(CC)O (2-Butyl-6-(1-hydroxypropyl)-4(1H)-quinazolinone). As a reaction SMILES: [CH2:1]([C:5]1[NH:6][C:7]2[C:12]([C:13](=[O:15])[N:14]=1)=[CH:11][C:10]([CH:16]=[O:17])=[CH:9][CH:8]=2)[CH2:2][CH2:3][CH3:4].[CH2:18]([Mg]Br)[CH3:19]>O1CCCC1>[CH2:1]([C:5]1[NH:6][C:7]2[C:12]([C:13](=[O:15])[N:14]=1)=[CH:11][C:10]([CH:16]([OH:17])[CH2:18][CH3:19])=[CH:9][CH:8]=2)[CH2:2][CH2:3][CH3:4]. Procedure details: To a solution of 0.25 g of 2-butyl-1,4-dihydro-4-oxo-6-quinazoline-carboxaldehyde in 10 ml of dry tetrahydrofuran, cooled to 0° C., is added 1.63 ml of 2.0M ethyl magnesium bromide in tetrahydrofuran. The reaction mixture is stirred for 30 minutes at 0° C. and quenched with 20 ml of saturated ammonium chloride solution and 20 ml of water. The reaction mixture is extracted with 9:1 chloroform-methanol, dried over magnesium sulfate, filtered and evaporated in vacuo to give 0.26 g of the desired pr... Reactants: ClCCl, O=S(=O)(OS(=O)(=O)C(F)(F)F)C(F)(F)F, O=C1OCCC1O, c1ccncc1. The product is O=C1OCCC1OS(=O)(=O)C(F)(F)F. Reaction SMILES: [Cl:29][CH2:30][Cl:31].[F:1][C:2]([F:3])([F:4])[S:5](=[O:6])(=[O:7])[O:8][S:9]([C:10]([F:11])([F:12])[F:13])(=[O:14])=[O:15].[OH:22][CH:23]1[C:24](=[O:25])[O:26][CH2:27][CH2:28]1.[cH:16]1[cH:17][cH:18][n:19][cH:20][cH:21]1>>[F:1][C:2]([F:3])([F:4])[S:5](=[O:6])(=[O:7])[O:8][CH:23]1[C:24](=[O:25])[O:26][CH2:27][CH2:28]1. Starting materials: CC(=O)O, CCOC(=O)Cc1ccc(N2C(=O)c3c(c(OCC(F)(F)F)c4ccccc4c3OCC)C2=O)c(Cl)c1, Cl, O. Yields the product CCOc1c2c(c(OCC(F)(F)F)c3ccccc13)C(=O)N(c1ccc(CC(=O)O)cc1Cl)C2=O. RXN SMILES: [CH3:38][C:39](=[O:40])[OH:41].[Cl:1][c:2]1[cH:3][c:4]([CH2:32][C:33](=[O:34])[O:35][CH2:36][CH3:37])[cH:5][cH:6][c:7]1[N:8]1[C:9](=[O:31])[c:10]2[c:11]([O:28][CH2:29][CH3:30])[c:12]3[c:13]([c:14]([O:18][CH2:19][C:20]([F:21])([F:22])[F:23])[c:15]2[C:16]1=[O:17])[cH:24][cH:25][cH:26][cH:27]3.[ClH:42].[OH2:43]>>[Cl:1][c:2]1[cH:3][c:4]([CH2:32][C:33](=[O:34])[OH:35])[cH:5][cH:6][c:7]1[N:8]1[C:9](=[O:31])[c:10]2[c:11]([O:28][CH2:29][CH3:30])[c:12]3[c:13]([c:14]([O:18][CH2:19][C:20]([F:21])([F:22])[F:23])[c:15]2[C:16]1=[O:17])[cH:24][cH:25][cH:26][cH:27]3.